Dataset: the Open Reaction Database (ORD), a public repository of structured organic reaction records. Task: describe an organic reaction: reactants, conditions, products, and yield Reactants: C(=O)(C(F)(F)F)O (TFA), C(C)OC(C1=CC(=CC=C1)OCCC1CCN(CC1)C(=O)OC(C)(C)C)=O (N-Boc-3-(2-piperidin-4-yl-ethoxy)-benzoic acid ethyl ester). Run in C(Cl)Cl (DCM). Conditions: time 8 hour. Product: N1CCC(CC1)CCOC=1C=C(C(=O)OCC)C=CC1 (Ethyl 3-(2-piperidin-4-yl-ethoxy)-benzoate). Yield: 163.9%. RXN SMILES: C(O)(C(F)(F)F)=O.[CH2:8]([O:10][C:11](=[O:34])[C:12]1[CH:17]=[CH:16][CH:15]=[C:14]([O:18][CH2:19][CH2:20][CH:21]2[CH2:26][CH2:25][N:24](C(OC(C)(C)C)=O)[CH2:23][CH2:22]2)[CH:13]=1)[CH3:9]>C(Cl)Cl>[NH:24]1[CH2:23][CH2:22][CH:21]([CH2:20][CH2:19][O:18][C:14]2[CH:13]=[C:12]([CH:17]=[CH:16][CH:15]=2)[C:11]([O:10][CH2:8][CH3:9])=[O:34])[CH2:26][CH2:25]1. Procedure details: TFA (25 ml) was added to a solution of N-Boc-3-(2-piperidin-4-yl-ethoxy)-benzoic acid ethyl ester (8.5 g, 22 mmol) in DCM (100 ml). Stirring overnight followed by evaporation of the solvents afforded 10 g of the title compound as the TFA salt. LC-MS (m/z): 279 (M+1). Yields the product O=C1C2=C(OC(=C1)C1=CC=CC=C1)C(=CS2)C(=O)O (7-Oxo-5-phenyl-7H-thieno[3,2-b]pyran-3-carboxylic acid). Yield: 93.6%. Run in CO (methanol), O1CCOCC1 (dioxane), O (water). Reaction SMILES: [OH-].[Na+].[O:3]=[C:4]1[CH:9]=[C:8]([C:10]2[CH:15]=[CH:14][CH:13]=[CH:12][CH:11]=2)[O:7][C:6]2[C:16]([C:19]([O:21]C)=[O:20])=[CH:17][S:18][C:5]1=2>CO.O1CCOCC1.O>[O:3]=[C:4]1[CH:9]=[C:8]([C:10]2[CH:11]=[CH:12][CH:13]=[CH:14][CH:15]=2)[O:7][C:6]2[C:16]([C:19]([OH:21])=[O:20])=[CH:17][S:18][C:5]1=2 |f:0.1|. Reported procedure: 26 mL of 0.6N sodium hydroxide was added to a solution of 3.82 g of Compound 1F in 174 mL of methanol and 87 mL of dioxane at 50° C. while stirring. The mixture was stirred at 50° C. for an additional 20 minutes, cooled to 20-25° C., then diluted with 280 mL of water, filtered and acidified with 1N hydrochloric acid to pH=1. The suspension of that formed precipitate gel was stirred at 60° C. for 2 hours, until a heavier filtrable solid was obtained. This solid was filtered and dried to yield 3.4... Conditions: temperature 22.5 celsius. Starting materials: [OH-].[Na+] (sodium hydroxide), O=C1C2=C(OC(=C1)C1=CC=CC=C1)C(=CS2)C(=O)OC (Methyl 7-oxo-5-phenyl-7H-thieno[3,2-b]pyran-3-carboxylate). Run at temperature 78 celsius, time 15 minute. Yields the product BrC1=CC(=C(C(=C1)F)C1=NN=C(S1)N)F (5-(4-Bromo-2,6-difluorophenyl)-1,3,4-thiadiazol-2-amine). Yield: 83.9%. Procedure: A stirred mixture of 4-bromo-2,6-difluorobenzoic acid (5 g, 21.1 mmol) and hydrazinecarbothioamide (2.88 g, 31.6 mmol) was cooled under nitrogen in an ice bath. POCl3 (5.9 mL, 63.3 mmol) was added drop-wise and the reaction was stirred at ice bath temperature for 15 minutes then heated at 78° C. for 3 hours. The reaction mixture was cooled in an ice bath then quenched by addition of ice water (150 mL). The resulting solid was sonicated for 30 minutes to give a free stirring suspension which was ... The reactants are BrC1=CC(=C(C(=O)O)C(=C1)F)F (4-bromo-2,6-difluorobenzoic acid), N(N)C(N)=S (hydrazinecarbothioamide), O=P(Cl)(Cl)Cl (POCl3). As a reaction SMILES: [Br:1][C:2]1[CH:10]=[C:9]([F:11])[C:5]([C:6](O)=O)=[C:4]([F:12])[CH:3]=1.[NH:13]([C:15](=[S:17])[NH2:16])[NH2:14].O=P(Cl)(Cl)Cl>>[Br:1][C:2]1[CH:10]=[C:9]([F:11])[C:5]([C:6]2[S:17][C:15]([NH2:16])=[N:13][N:14]=2)=[C:4]([F:12])[CH:3]=1. The reactants are COC1=NC(=NC=C1C1=NC(=C(C=C1)OC1=CC(=NC=C1)C=1C=NN(C1)C)C)N(C)C (4-methoxy-N,N-dimethyl-5-(6-methyl-5-((2-(1-methyl-1H-pyrazol-4-yl)pyridin-4-yl)oxy)pyridin-2-yl)pyrimidin-2-amine), Br (HBr). The solvent is C(C)(=O)O (acetic acid). Run at temperature 90 celsius. Yields the product CN(C1=NC=C(C(N1)=O)C1=NC(=C(C=C1)OC1=CC(=NC=C1)C=1C=NN(C1)C)C)C (2-(dimethylamino)-5-(6-methyl-5-((2-(1-methyl-1H-pyrazol-4-yl)pyridin-4-yl)oxy)pyridin-2-yl)pyrimidin-4(3H)-one). The yield is 74.0%. RXN SMILES: C[O:2][C:3]1[C:8]([C:9]2[CH:14]=[CH:13][C:12]([O:15][C:16]3[CH:21]=[CH:20][N:19]=[C:18]([C:22]4[CH:23]=[N:24][N:25]([CH3:27])[CH:26]=4)[CH:17]=3)=[C:11]([CH3:28])[N:10]=2)=[CH:7][N:6]=[C:5]([N:29]([CH3:31])[CH3:30])[N:4]=1.Br>C(O)(=O)C>[CH3:30][N:29]([CH3:31])[C:5]1[NH:4][C:3](=[O:2])[C:8]([C:9]2[CH:14]=[CH:13][C:12]([O:15][C:16]3[CH:21]=[CH:20][N:19]=[C:18]([C:22]4[CH:23]=[N:24][N:25]([CH3:27])[CH:26]=4)[CH:17]=3)=[C:11]([CH3:28])[N:10]=2)=[CH:7][N:6]=1. Reported procedure: A solution of 4-methoxy-N,N-dimethyl-5-(6-methyl-5-((2-(1-methyl-1H-pyrazol-4-yl)pyridin-4-yl)oxy)pyridin-2-yl)pyrimidin-2-amine (0.060 g, 0.144 mmol) in acetic acid (5 mL) was treated with HBr (0.065 mL, 0.575 mmol), heated at 90° C. for 6 h, cooled to RT and quenched with ice water. The solution was treated with NaHCO3 and NaCl, extracted with 1:1 THF/EtOAc (3×) and the combined organics were dried over Na2SO4 and concentrated to dryness. The material was treated with MeCN (1 mL), allowed to s... Starting materials: O=C([O-])O, CNO, Cc1ccccc1, O=C(O)c1cccc([N+](=O)[O-])c1Cl, Cl, [Na+], O, O=S(Cl)Cl. The product is CN(O)C(=O)c1cccc([N+](=O)[O-])c1Cl. As a reaction SMILES: [C:22](=[O:23])([OH:24])[O-:25].[CH3:19][NH:20][OH:21].[CH3:27][c:28]1[cH:29][cH:30][cH:31][cH:32][cH:33]1.[Cl:1][c:2]1[c:3]([C:4](=[O:5])[OH:6])[cH:7][cH:8][cH:9][c:10]1[N+:11](=[O:12])[O-:13].[ClH:18].[Na+:26].[OH2:34].[S:14]([Cl:15])([Cl:16])=[O:17]>>[Cl:1][c:2]1[c:3]([C:4](=[O:5])[N:20]([CH3:19])[OH:21])[cH:7][cH:8][cH:9][c:10]1[N+:11](=[O:12])[O-:13]. Starting materials: C=CCC(C(=C)C)C(C)=O, ClCCl, O=C(OO)c1cccc(Cl)c1. Product: C=CCC(C(C)=O)C1(C)CO1. As a reaction SMILES: [CH2:1]([CH:2]=[CH2:3])[CH:4]([C:5]([CH3:6])=[O:7])[C:8](=[CH2:9])[CH3:10].[CH2:22]([Cl:23])[Cl:24].[Cl:11][c:12]1[cH:13][cH:14][cH:15][c:16]([C:17]([O:18][OH:20])=[O:19])[cH:21]1>>[CH2:1]([CH:2]=[CH2:3])[CH:4]([C:5]([CH3:6])=[O:7])[C:8]1([CH3:10])[CH2:9][O:19]1. The reactants are CNC(=O)C1=C(OC2=NC(=C(C=C21)C2CC2)NS(=O)(=O)C)C2=CC=C(C=C2)C (5-cyclopropyl-6-methanesulfonylamino-2-p-tolyl-furo[2,3-b]pyridine-3-carboxylic acid methylamide), [Na+].[I-] (NaI), C(=O)([O-])[O-].[Cs+].[Cs+] (Cs2CO3). The solvent is CC(=O)N(C)C (DMA), CCOC(=O)C (EtOAc). Run at temperature 110 celsius. Yields the product CNC(=O)C1=C(OC2=NC(=C(C=C21)C2CC2)N(S(=O)(=O)C)CCC=C)C2=CC=C(C=C2)C (6-(But-3-enyl-methanesulfonyl-amino)-5-cyclopropyl-2-p-tolyl-furo[2,3-b]pyridine-3-carboxylic acid methylamide). Yield: 148.9%. As a reaction SMILES: [CH3:1][NH:2][C:3]([C:5]1[C:13]2[C:8](=[N:9][C:10]([NH:17][S:18]([CH3:21])(=[O:20])=[O:19])=[C:11]([CH:14]3[CH2:16][CH2:15]3)[CH:12]=2)[O:7][C:6]=1[C:22]1[CH:27]=[CH:26][C:25]([CH3:28])=[CH:24][CH:23]=1)=[O:4].[Na+].[I-].C([O-])([O-])=O.[Cs+].[Cs+]>CC(N(C)C)=O.CCOC(C)=O>[CH3:1][NH:2][C:3]([C:5]1[C:13]2[C:8](=[N:9][C:10]([N:17]([CH2:22][CH2:6][CH:5]=[CH2:3])[S:18]([CH3:21])(=[O:20])=[O:19])=[C:11]([CH:14]3[CH2:15][CH2:16]3)[CH:12]=2)[O:7][C:6]=1[C:22]1[CH:23]=[CH:24][C:25]([CH3:28])=[CH:26][CH:27]=1)=[O:4] |f:1.2,3.4.5|. Reported procedure: To a solution of 5-cyclopropyl-6-methanesulfonylamino-2-p-tolyl-furo[2,3-b]pyridine-3-carboxylic acid methylamide (900 mg, 2.25 mmol, 1.0 equiv) in DMA (2.0 mL) was added NaI (169 mg, 1.12 mmol, 0.5 equiv) and Cs2CO3 (2.2 g, 6.76 mmol, 3.0 equiv) and the resulting mixture was heated at 110° C. for 1 hour. The mixture was then diluted with EtOAc and washed with water, brine, dried over MgSO4 and concentrated. The residue wad purified by silica gel column chromatography, EtOAc/heptane (70%) to giv... Starting materials: C(C)OC(=O)C1=CC=C(C=C1)NN (4-ethoxycarbonylphenylhydrazine), C1(=CC=CC=C1)N=C=NC1=CC=CC=C1 (1,3-diphenylcarbodiimide). The solvent is O1CCCC1 (tetrahydrofuran). Reaction conditions: time 1 hour. Product: C1(=CC=CC=C1)NC(=NC1=CC=CC=C1)NNC1=CC=C(C=C1)C(=O)OCC (1,2-diphenyl-3-(4-ethoxycarbonylphenylamino)guanidine). Isolated yield 82.4%. Reaction SMILES: [CH2:1]([O:3][C:4]([C:6]1[CH:11]=[CH:10][C:9]([NH:12][NH2:13])=[CH:8][CH:7]=1)=[O:5])[CH3:2].[C:14]1([N:20]=[C:21]=[N:22][C:23]2[CH:28]=[CH:27][CH:26]=[CH:25][CH:24]=2)[CH:19]=[CH:18][CH:17]=[CH:16][CH:15]=1>O1CCCC1>[C:23]1([NH:22][C:21]([NH:13][NH:12][C:9]2[CH:10]=[CH:11][C:6]([C:4]([O:3][CH2:1][CH3:2])=[O:5])=[CH:7][CH:8]=2)=[N:20][C:14]2[CH:19]=[CH:18][CH:17]=[CH:16][CH:15]=2)[CH:24]=[CH:25][CH:26]=[CH:27][CH:28]=1. Procedure details: In 70 ml of tetrahydrofuran were dissolved 9.0 g of 4-ethoxycarbonylphenylhydrazine and 9.7 g of 1,3-diphenylcarbodiimide and after stirring the solution for one hour under ice-cooling, tetrahydrofuran was distilled off under reduced pressure. Then, when 70 ml of benzene and 70 ml of n-hexane were added to the residue thus formed, crystals deposited. By collecting the crystals thus deposited by filtration, 15.4 g of 1,2-diphenyl-3-(4-ethoxycarbonylphenylamino)guanidine was obtained.